This data is from the Open Reaction Database (ORD), a public repository of structured organic reaction records. The task is: describe an organic reaction: reactants, conditions, products, and yield The reactants are O=CC(C(=O)OCC)C1=CC=CC=C1 (ethyl 3-oxo-2-phenylpropanoate), BrC1=CC=C(N)C=C1 (4-bromoaniline). The solvent is CCO (EtOH). Yields the product BrC1=CC=C(C=C1)N=CC(C(=O)OCC)C1=CC=CC=C1 (Ethyl 3-((4-bromophenyl)imino)-2-phenylpropanoate). As a reaction SMILES: O=[CH:2][CH:3]([C:9]1[CH:14]=[CH:13][CH:12]=[CH:11][CH:10]=1)[C:4]([O:6][CH2:7][CH3:8])=[O:5].[Br:15][C:16]1[CH:22]=[CH:21][C:19]([NH2:20])=[CH:18][CH:17]=1>CCO>[Br:15][C:16]1[CH:22]=[CH:21][C:19]([N:20]=[CH:2][CH:3]([C:9]2[CH:14]=[CH:13][CH:12]=[CH:11][CH:10]=2)[C:4]([O:6][CH2:7][CH3:8])=[O:5])=[CH:18][CH:17]=1. Procedure details: A solution of ethyl 3-oxo-2-phenylpropanoate (3.50 g, 18.2 mmol) and 4-bromoaniline (2.60 g, 15.1 mmol) in EtOH (25 mL) was stirred at room temperature overnight and concentrated to give the title compound as an oil.